From a dataset of the Open Reaction Database (ORD), a public repository of structured organic reaction records. describe an organic reaction: reactants, conditions, products, and yield Starting materials: [Na] (sodium), C(C=C)Br (allyl bromide), C(C)OC(=O)C=1C(NC2=CC=CC=C2C1N)=O (4-amino-1,2-dihydro-2-oxo-3-quinolinecarboxylic acid ethyl ester), CN(C=O)C (dimethylformamide). Run in O (water). Yields the product C(C)OC(=O)C=1C(N(C2=CC=CC=C2C1N)CC=C)=O (4-Amino-1,2-dihydro-2-oxo-1-(2-propenyl)-3-quinolinecarboxylic acid ethyl ester). Reaction SMILES: [Na].[CH2:2]([O:4][C:5]([C:7]1[C:8](=[O:18])[NH:9][C:10]2[C:15]([C:16]=1[NH2:17])=[CH:14][CH:13]=[CH:12][CH:11]=2)=[O:6])[CH3:3].CN(C)C=O.[CH2:24](Br)[CH:25]=[CH2:26]>O>[CH2:2]([O:4][C:5]([C:7]1[C:8](=[O:18])[N:9]([CH2:26][CH:25]=[CH2:24])[C:10]2[C:15]([C:16]=1[NH2:17])=[CH:14][CH:13]=[CH:12][CH:11]=2)=[O:6])[CH3:3] |^1:0|. Reported procedure: To a solution containing 7.6 g. (0.03 mole) of the sodium salt of 4-amino-1,2-dihydro-2-oxo-3-quinolinecarboxylic acid ethyl ester in 50 ml. of dimethylformamide was added 4.8 g. (0.04 mole) of allyl bromide. The reaction mixture was heated on a steam bath for 1/2 hour. The reaction mixture was cooled in ice and poured into 500 ml. of water. The resulting precipitate was collected on a filter and recrystallized from ethyl acetate-petroleum ether giving 4.6 g. of product, m.p. 132°-134° C. Reactants: solution, CC(C)C[AlH]CC(C)C (DIBAL-H), C1(=CC=CC=C1)C (toluene), C(C)OC(\C=C(/C)\C1=CC=C(C=C1)C1=CC=C(C=C1)Cl)=O ((E)-ethyl-3-(4′-chloro-biphenyl-4-yl)-but-2-enoate), Cl (HCl). Solvent: C1CCOC1 (THF), CO (Methanol). The product is ClC1=CC=C(C=C1)C1=CC=C(C=C1)/C(=C/CO)/C ((E)-3-(4′-chloro-biphenyl-4-yl)-but-2-en-1-ol). RXN SMILES: CC(C[AlH]CC(C)C)C.C1(C)C=CC=CC=1.C([O:19][C:20](=O)/[CH:21]=[C:22](/[C:24]1[CH:29]=[CH:28][C:27]([C:30]2[CH:35]=[CH:34][C:33]([Cl:36])=[CH:32][CH:31]=2)=[CH:26][CH:25]=1)\[CH3:23])C.Cl>C1COCC1.CO>[Cl:36][C:33]1[CH:32]=[CH:31][C:30]([C:27]2[CH:28]=[CH:29][C:24](/[C:22](/[CH3:23])=[CH:21]/[CH2:20][OH:19])=[CH:25][CH:26]=2)=[CH:35][CH:34]=1. Procedure: A 1M solution of DIBAL-H in toluene (10 ml, 10 mmol) was added dropwise, at −70° C. over 10 min, to a stirred solution of (E)-ethyl-3-(4′-chloro-biphenyl-4-yl)-but-2-enoate (1.0 g, 3.32 mmol) in dry THF (25 ml), and the mixture warmed to room temperature over 4 h. Methanol (1 ml) was carefully added, followed by 1N HCl (50 ml) and the resulting mixture extracted with ethyl acetate (2×50 ml). The combined organic extracts were washed with brine, dried (MgSO4), and evaporated to give the product, ... The reactants are ClCCCCBr, CCCCCC, CC(C)=O, [K+], [K+], O=C([O-])[O-], Oc1ccc2ccccc2c1, c1ccccc1. As a reaction SMILES: [Br:18][CH2:19][CH2:20][CH2:21][CH2:22][Cl:23].[CH3:24][CH2:25][CH2:26][CH2:27][CH2:28][CH3:29].[CH3:36][C:37](=[O:38])[CH3:39].[K+:12].[K+:13].[O-:14][C:15]([O-:16])=[O:17].[cH:1]1[c:2]([OH:11])[cH:3][cH:4][c:5]2[cH:6][cH:7][cH:8][cH:9][c:10]12.[cH:30]1[cH:31][cH:32][cH:33][cH:34][cH:35]1>>[cH:1]1[c:2]([O:11][CH2:19][CH2:20][CH2:21][CH2:22][Cl:23])[cH:3][cH:4][c:5]2[cH:6][cH:7][cH:8][cH:9][c:10]12. Product: ClCCCCOc1ccc2ccccc2c1. Starting materials: NC1=C(C(=C2NC(C(NC2=C1)=O)=O)C#N)Cl (7-amino-6-chloro-5-cyanoquinoxaline-2(1H),3(4H)dione), N(=O)[O-].[Na+] (NaNO2), Cl (HCl), Cl (HCl), N#N (N2). Reagents/catalysts: Cl[Cu] (CuCl). Solvent: O (water), O (water), O (Water). Conditions: time 2 hour. The product is C(#N)C1=C2NC(C(NC2=CC(=C1Cl)Cl)=O)=O (5-Cyano-6,7-dichloro-1,4-dihydroquinoxaline-2,3-dione). The yield is 77.0%. Reaction SMILES: N[C:2]1[CH:11]=[C:10]2[C:5]([NH:6][C:7](=[O:13])[C:8](=[O:12])[NH:9]2)=[C:4]([C:14]#[N:15])[C:3]=1[Cl:16].N([O-])=O.[Na+].N#N.[ClH:23]>O.Cl[Cu]>[C:14]([C:4]1[C:3]([Cl:16])=[C:2]([Cl:23])[CH:11]=[C:10]2[C:5]=1[NH:6][C:7](=[O:13])[C:8](=[O:12])[NH:9]2)#[N:15] |f:1.2|. Procedure details: To a stirred solution of 7-amino-6-chloro-5-cyanoquinoxaline-2(1H),3(4H)dione (0.035 g, 0.15 mmol, as prepared above) in concentrated HCl (1.5 mL) at 0° C., an aqueous solution of NaNO2 (0.060 g, 0.87 mmol) in water (0.20 mL) was added and the resulting turbid solution was stirred in an ice bath for 2 h. A solution of CuCl (0.100 g, 1.01 mmol) in concentrated HCl (1.0 mL) was added to it while cooling the flask in an ice bath. Instant evolution of N2 ensued and the resulting dark green suspensio... Starting materials: C[C@@H]1CC[C@H](CC1)NC(C=CC1=CC(=C(C=C1)OCCCCCC(=O)O)OC)=O (N-(trans-4-methylcyclohexyl )-4-(5-carboxypentyloxy) -3-methoxycinnamamide). Reagents/catalysts: [C].[Pd] (palladium-carbon). The solvent is CO (methanol). Yields the product C[C@@H]1CC[C@H](CC1)NC(CCC1=CC(=C(C=C1)OCCCCCC(=O)O)OC)=O (N-(trans-4methylcyclohexyl) -3-[4-(5-carboxypentyloxy )- 3methoxyphenyl]propionamide). Yield: 69.7%. Reaction SMILES: [CH3:1][C@H:2]1[CH2:7][CH2:6][C@H:5]([NH:8][C:9](=[O:29])[CH:10]=[CH:11][C:12]2[CH:17]=[CH:16][C:15]([O:18][CH2:19][CH2:20][CH2:21][CH2:22][CH2:23][C:24]([OH:26])=[O:25])=[C:14]([O:27][CH3:28])[CH:13]=2)[CH2:4][CH2:3]1>[C].[Pd].CO>[CH3:1][C@H:2]1[CH2:7][CH2:6][C@H:5]([NH:8][C:9](=[O:29])[CH2:10][CH2:11][C:12]2[CH:17]=[CH:16][C:15]([O:18][CH2:19][CH2:20][CH2:21][CH2:22][CH2:23][C:24]([OH:26])=[O:25])=[C:14]([O:27][CH3:28])[CH:13]=2)[CH2:4][CH2:3]1 |f:1.2|. Procedure details: Using 0.2 g of N-(trans-4-methylcyclohexyl )-4-(5-carboxypentyloxy) -3-methoxycinnamamide, 0.01 g of 10% palladium-carbon, and 35 mR of methanol, a reaction similar to that conducted in Example 147 was carried out. As a result, 0.14 g of N-(trans-4methylcyclohexyl) -3-[4-(5-carboxypentyloxy )- 3methoxyphenyl]propionamide (a compound of the present invention) was obtained as white crystal, which had the following physiochemical properties: Reactants: ice water, C(C)(=O)Cl (acetyl chloride), C1(=CC=CC=C1)C=1C=CC2=C(C=C(O2)C(=O)OCC)C1 (ethyl 5-phenylbenzofuran-2-carboxylate), [Cl-].[Al+3].[Cl-].[Cl-] (aluminum chloride). Run in C(=S)=S (carbon disulfide). Reaction conditions: time 2.5 hour. Product: C(C)(=O)C1=CC=C(C=C1)C=1C=CC2=C(C=C(O2)C(=O)OCC)C1 (ethyl 5-(4-acetylphenyl)benzofuran-2-carboxylate). As a reaction SMILES: [C:1](Cl)(=[O:3])[CH3:2].[C:5]1([C:11]2[CH:12]=[CH:13][C:14]3[O:18][C:17]([C:19]([O:21][CH2:22][CH3:23])=[O:20])=[CH:16][C:15]=3[CH:24]=2)[CH:10]=[CH:9][CH:8]=[CH:7][CH:6]=1.[Cl-].[Al+3].[Cl-].[Cl-]>C(=S)=S>[C:1]([C:8]1[CH:9]=[CH:10][C:5]([C:11]2[CH:12]=[CH:13][C:14]3[O:18][C:17]([C:19]([O:21][CH2:22][CH3:23])=[O:20])=[CH:16][C:15]=3[CH:24]=2)=[CH:6][CH:7]=1)(=[O:3])[CH3:2] |f:2.3.4.5|. Procedure details: 12.2 g of acetyl chloride was added to a mixture of 10.3 g of 1B, and 120 ml of carbon disulfide, then 21.8 g of anhydrous aluminum chloride was added in portions to the stirred mixture. The mixture then was stirred at room temperature for 2.5 hours, the temperature rising to 32° C. The mixture was poured into 1 liter of ice water, the mixture was stirred for 30 minutes, and the solution was extracted with ether. The extract was dried (MgSO4) and concentrated. The residue was washed with ether a... Reactants: CCOP(=O)(Cc1ccc(CBr)cc1)OCC, CCO, CS(C)=O, ClCCl, ClCCl, [Na+], O=C([O-])O, O. Product: CCOP(=O)(Cc1ccc(C=O)cc1)OCC. As a reaction SMILES: [Br:6][CH2:7][c:8]1[cH:9][cH:10][c:11]([CH2:14][P:15](=[O:16])([O:17][CH2:18][CH3:19])[O:20][CH2:21][CH3:22])[cH:12][cH:13]1.[CH3:24][CH2:25][OH:26].[CH3:30][S:31]([CH3:32])=[O:33].[Cl:27][CH2:28][Cl:29].[Cl:34][CH2:35][Cl:36].[Na+:5].[O-:1][C:2](=[O:3])[OH:4].[OH2:23]>>[CH:2](=[O:4])[c:8]1[cH:9][cH:10][c:11]([CH2:14][P:15](=[O:16])([O:17][CH2:18][CH3:19])[O:20][CH2:21][CH3:22])[cH:12][cH:13]1. Starting materials: CCN(CC)C(=O)c1ccn2c(CC3CCOCC3)c(C(C)(C)C)nc2c1, COc1ccc(P2(=S)SP(=S)(c3ccc(OC)cc3)S2)cc1, COCCOC. The product is CCN(CC)C(=S)c1ccn2c(CC3CCOCC3)c(C(C)(C)C)nc2c1. As a reaction SMILES: [C:1]([CH3:2])([CH3:3])([CH3:4])[c:5]1[n:6][c:7]2[n:8]([cH:9][cH:10][c:11]([C:13](=[O:14])[N:15]([CH2:16][CH3:17])[CH2:18][CH3:19])[cH:12]2)[c:20]1[CH2:21][CH:22]1[CH2:23][CH2:24][O:25][CH2:26][CH2:27]1.[CH3:28][O:29][c:30]1[cH:31][cH:32][c:33]([P:34]2(=[S:37])[S:35][P:36]([c:38]3[cH:39][cH:40][c:41]([O:42][CH3:43])[cH:44][cH:45]3)(=[S:46])[S:47]2)[cH:48][cH:49]1.[CH3:50][O:51][CH2:52][CH2:53][O:54][CH3:55]>>[C:1]([CH3:2])([CH3:3])([CH3:4])[c:5]1[n:6][c:7]2[n:8]([cH:9][cH:10][c:11]([C:13]([N:15]([CH2:16][CH3:17])[CH2:18][CH3:19])=[S:37])[cH:12]2)[c:20]1[CH2:21][CH:22]1[CH2:23][CH2:24][O:25][CH2:26][CH2:27]1. Starting materials: N#CC1CC(F)CN1C(=O)CNC12CCC(C(=O)O)(CC1)CC2, Nc1ccc(C2CCCCC2)cc1. The product is N#CC1CC(F)CN1C(=O)CNC12CCC(C(=O)Nc3ccc(C4CCCCC4)cc3)(CC1)CC2. RXN SMILES: [C:1](=[O:2])([OH:3])[C:4]12[CH2:5][CH2:6][C:7]([NH:12][CH2:13][C:14](=[O:15])[N:16]3[CH:17]([C:22]#[N:23])[CH2:18][CH:19]([F:21])[CH2:20]3)([CH2:8][CH2:9]1)[CH2:10][CH2:11]2.[CH:24]1([c:30]2[cH:31][cH:32][c:33]([NH2:34])[cH:35][cH:36]2)[CH2:25][CH2:26][CH2:27][CH2:28][CH2:29]1>>[C:1](=[O:2])([C:4]12[CH2:5][CH2:6][C:7]([NH:12][CH2:13][C:14](=[O:15])[N:16]3[CH:17]([C:22]#[N:23])[CH2:18][CH:19]([F:21])[CH2:20]3)([CH2:8][CH2:9]1)[CH2:10][CH2:11]2)[NH:34][c:33]1[cH:32][cH:31][c:30]([CH:24]2[CH2:25][CH2:26][CH2:27][CH2:28][CH2:29]2)[cH:36][cH:35]1.